Dataset: the Open Reaction Database (ORD), a public repository of structured organic reaction records. Task: describe an organic reaction: reactants, conditions, products, and yield Solvent: CCCCCC (hexane). Procedure details: A hexane solution containing 2-adamantanone (2 g) and tert-butyl carbazate (1.76) was heated to reflux for 3 hours. When the solution cooled, the title compound crystallized and was filtered (3.28 g). M. p. 175-177°. The reactants are C12C(C3CC(CC(C1)C3)C2)=O (2-adamantanone), C(NN)(=O)OC(C)(C)C (tert-butyl carbazate). Yields the product C12C(C3CC(CC(C1)C3)C2)=NNC(=O)OC(C)(C)C (tert-butyl adamantylidenecarbazate). As a reaction SMILES: [CH:1]12[CH2:10][CH:5]3[CH2:6][CH:7]([CH2:9][CH:3]([CH2:4]3)[C:2]1=O)[CH2:8]2.[C:12]([O:16][C:17]([CH3:20])([CH3:19])[CH3:18])(=[O:15])[NH:13][NH2:14]>CCCCCC>[CH:1]12[CH2:10][CH:5]3[CH2:6][CH:7]([CH2:9][CH:3]([CH2:4]3)[C:2]1=[N:14][NH:13][C:12]([O:16][C:17]([CH3:20])([CH3:19])[CH3:18])=[O:15])[CH2:8]2. Reactants: C(C1=CN=CC=C1)(=O)OC (methyl nicotinate), C(C)(=O)O (acetic acid). The solvent is O (water). The product is C(C)(=O)C=1C=NC=CC1 (3-acetylpyridine). As a reaction SMILES: [C:1]([O:9]C)(=O)[C:2]1[CH:7]=[CH:6][CH:5]=[N:4][CH:3]=1.[C:11](O)(=O)C>O>[C:1]([C:2]1[CH:3]=[N:4][CH:5]=[CH:6][CH:7]=1)(=[O:9])[CH3:11]. Procedure: A mixture of 29 g/h of methyl nicotinate, 76 g/h of acetic acid and 26 g/h of water was evaporated in an evaporator and passed, together with 10 l/h of nitrogen, at 420° C., over 150 ml of a catalyst which contained 2% by weight of sodium oxide, the remainder being anatase. The reaction gases were then cooled and were collected in a receiver. From the discharged two-phase mixture, the organic phase was analyzed by gas chromatography. The conversion of nicotinic ester and of acetic acid was 100% ... The reactants are O=C(Cl)C(=O)Cl, ClCCl, O=C(O)c1ccc(F)c([N+](=O)[O-])c1, CN(C)C=O. Product: O=C(Cl)c1ccc(F)c([N+](=O)[O-])c1. RXN SMILES: [Cl:19][C:20]([C:21]([Cl:22])=[O:23])=[O:24].[Cl:25][CH2:26][Cl:27].[F:1][c:2]1[c:3]([N+:11](=[O:12])[O-:13])[cH:4][c:5]([C:6](=[O:7])[OH:8])[cH:9][cH:10]1.[O:14]=[CH:15][N:16]([CH3:17])[CH3:18]>>[F:1][c:2]1[c:3]([N+:11](=[O:12])[O-:13])[cH:4][c:5]([C:6](=[O:7])[Cl:19])[cH:9][cH:10]1.